This data is from the Open Reaction Database (ORD), a public repository of structured organic reaction records. The task is: describe an organic reaction: reactants, conditions, products, and yield Reactants: CO, CCO, CC(C)(C)C=CC(=O)O, C1CCOC1. Yields the product CC(C)(C)CCC(=O)O. RXN SMILES: [CH3:15][OH:16].[CH3:17][CH2:18][OH:19].[CH3:1][C:2]([CH:3]=[CH:4][C:5](=[O:6])[OH:7])([CH3:8])[CH3:9].[O:10]1[CH2:11][CH2:12][CH2:13][CH2:14]1>>[CH3:1][C:2]([CH2:3][CH2:4][C:5](=[O:6])[OH:7])([CH3:8])[CH3:9]. Starting materials: COC(CCC1=CC(=CC=C1)CNCC1=CC=C(C=C1)C1=NC=CN=C1)=O (3-{3-[(4-pyrazin-2-yl-benzylamino)-methyl]-phenyl}-propionic acid methyl ester), S1C(=NC=C1)S(=O)(=O)Cl (thiazole-2-sulfonyl chloride). The solvent is C(C)N(CC)CC (triethylamine). Product: COC(CCC1=CC(=CC=C1)CN(S(=O)(=O)C=1SC=CN1)CC1=CC=C(C=C1)C1=NC=CN=C1)=O (3-(3-{[(4-Pyrazin-2-yl-benzyl)-(thiazole-2-sulfonyl)-amino]-methyl}-phenyl)-propionic acid methyl ester). As a reaction SMILES: [CH3:1][O:2][C:3](=[O:27])[CH2:4][CH2:5][C:6]1[CH:11]=[CH:10][CH:9]=[C:8]([CH2:12][NH:13][CH2:14][C:15]2[CH:20]=[CH:19][C:18]([C:21]3[CH:26]=[N:25][CH:24]=[CH:23][N:22]=3)=[CH:17][CH:16]=2)[CH:7]=1.[S:28]1[CH:32]=[CH:31][N:30]=[C:29]1[S:33](Cl)(=[O:35])=[O:34]>C(N(CC)CC)C>[CH3:1][O:2][C:3](=[O:27])[CH2:4][CH2:5][C:6]1[CH:11]=[CH:10][CH:9]=[C:8]([CH2:12][N:13]([CH2:14][C:15]2[CH:20]=[CH:19][C:18]([C:21]3[CH:26]=[N:25][CH:24]=[CH:23][N:22]=3)=[CH:17][CH:16]=2)[S:33]([C:29]2[S:28][CH:32]=[CH:31][N:30]=2)(=[O:35])=[O:34])[CH:7]=1. Reported procedure: The title compound of Step A was prepared following the method described in Step A of Example 1 from 3-{3-[(4-pyrazin-2-yl-benzylamino)-methyl]-phenyl}-propionic acid methyl ester, prepared in Step A of Example 11a, and thiazole-2-sulfonyl chloride using triethylamine in place of N,N-diisopropylethylamine. 1H NMR (400 MHz, CDCl3) δ 8.98 (s, 1H), 8.61 (s, 1H), 8.50 (s, 1H), 7.96 (d, 1H), 7.88 (d, 2H), 7.60 (d, 1H), 7.26 (d, 2H), 7.13 (m, 1H), 7.04 (m, 1H), 6.95 (m, 1H), 6.91 (s, 1H), 4.54 (s, 2H)... Reactants: NC=1N=CN(C1C(=O)N)CCOC1=CC=CC=C1 (4-amino-1-(2-phenoxyethyl)-5-imidazolecarboxamide), FC1=C(C(=O)Cl)C=CC=C1 (2-fluorobenzoyl chloride). Product: FC1=C(C(=O)NC=2N=CN(C2C(=O)N)CCOC2=CC=CC=C2)C=CC=C1 (4-(2-fluorobenzoylamino)-1-(2-phenoxyethyl)-5-imidazolecarboxamide). Isolated yield 93.0%. Reaction SMILES: [NH2:1][C:2]1[N:3]=[CH:4][N:5]([CH2:10][CH2:11][O:12][C:13]2[CH:18]=[CH:17][CH:16]=[CH:15][CH:14]=2)[C:6]=1[C:7]([NH2:9])=[O:8].[F:19][C:20]1[CH:28]=[CH:27][CH:26]=[CH:25][C:21]=1[C:22](Cl)=[O:23]>>[F:19][C:20]1[CH:28]=[CH:27][CH:26]=[CH:25][C:21]=1[C:22]([NH:1][C:2]1[N:3]=[CH:4][N:5]([CH2:10][CH2:11][O:12][C:13]2[CH:18]=[CH:17][CH:16]=[CH:15][CH:14]=2)[C:6]=1[C:7]([NH2:9])=[O:8])=[O:23]. Reported procedure: An amidation reaction and post-treatment were carried out following the conditions of Example 22, using 1.00 g (4.06 mmol) of 4-amino-1-(2-phenoxyethyl)-5-imidazolecarboxamide prepared in the same manner as in Example 155 and 2-fluorobenzoyl chloride instead of benzoyl chloride to obtain 1.39 g of 4-(2-fluorobenzoylamino)-1-(2-phenoxyethyl)-5-imidazolecarboxamide (yield 93%).